From a dataset of the Open Reaction Database (ORD), a public repository of structured organic reaction records. describe an organic reaction: reactants, conditions, products, and yield The reactants are [Al+3], CCOC(OCC)C1(C=O)CC1, [H-], [H-], [H-], [H-], [Li+], C1CCOC1, O. Product: CCOC(OCC)C1(CO)CC1. As a reaction SMILES: [Al+3:19].[CH2:6]([CH3:7])[O:8][CH:9]([C:10]1([CH:13]=[O:14])[CH2:11][CH2:12]1)[O:15][CH2:16][CH3:17].[H-:18].[H-:21].[H-:22].[H-:23].[Li+:20].[O:1]1[CH2:2][CH2:3][CH2:4][CH2:5]1.[OH2:24]>>[CH2:6]([CH3:7])[O:8][CH:9]([C:10]1([CH2:13][OH:14])[CH2:11][CH2:12]1)[O:15][CH2:16][CH3:17].